From a dataset of the Open Reaction Database (ORD), a public repository of structured organic reaction records. describe an organic reaction: reactants, conditions, products, and yield Starting materials: COC(=O)C1=CC2=C(C(=C1)C3CCCN3)OC(=CC2=O)N4CCOCC4, C1=C(C=C(C=C1F)Br)F. Reagents/catalysts: C(=O)([O-])[O-].[Cs+].[Cs+], CC1(C2=C(C(=CC=C2)P(C3=CC=CC=C3)C4=CC=CC=C4)OC5=C1C=CC=C5P(C6=CC=CC=C6)C7=CC=CC=C7)C, CC1(C2=C(C(=CC=C2)[PH+](C3=CC=CC=C3)C4=CC=CC=C4)OC5=C1C=CC=C5[PH+](C6=CC=CC=C6)C7=CC=CC=C7)C.C1=[C-]C=C(C=C1F)F.Br[Pd+]. Solvent: C1COCCO1. Conditions: temperature 100 celsius. Yields the product COC(=O)C1=CC2=C(C(=C1)C3CCCN3C4=CC(=CC(=C4)F)F)OC(=CC2=O)N5CCOCC5. The yield is 39.9%. Reported procedure: Pd complexe (147 mg, 0.17 mmol) was added to a stirred mixture of methyl 2-morpholino-4-oxo-8-(pyrrolidin-2-yl)-4H-chromene-6-carboxylate (600 mg, 1.67 mmol), 1-bromo-3,5-difluorobenzene (0.241 ml, 2.09 mmol) and cesium carbonate (818 mg, 2.51 mmol) dissolved in 1,4-dioxane (12 ml). The resulting suspension was degased with argon and then stirred at 100 °C (15:00) for 18 hours.  The reaction mixture was allowed to cool to room temperature, filtered and concentrated.  The crude product was adsorb... Reactants: C[Mg]Cl, C1CCOC1, CC(=O)c1ccc(C(=CC2CCCC2)c2cc3cc(F)cnc3n2S(=O)(=O)c2ccccc2)cc1. Product: CC(C)(O)c1ccc(C(=CC2CCCC2)c2cc3cc(F)cnc3n2S(=O)(=O)c2ccccc2)cc1. As a reaction SMILES: [CH3:36][Mg:37][Cl:38].[O:39]1[CH2:40][CH2:41][CH2:42][CH2:43]1.[c:1]1([S:7](=[O:8])(=[O:9])[n:10]2[c:11]([C:20](=[CH:21][CH:22]3[CH2:23][CH2:24][CH2:25][CH2:26]3)[c:27]3[cH:28][cH:29][c:30]([C:33]([CH3:34])=[O:35])[cH:31][cH:32]3)[cH:12][c:13]3[c:14]2[n:15][cH:16][c:17]([F:19])[cH:18]3)[cH:2][cH:3][cH:4][cH:5][cH:6]1>>[c:1]1([S:7](=[O:8])(=[O:9])[n:10]2[c:11]([C:20](=[CH:21][CH:22]3[CH2:23][CH2:24][CH2:25][CH2:26]3)[c:27]3[cH:28][cH:29][c:30]([C:33]([CH3:34])([OH:35])[CH3:36])[cH:31][cH:32]3)[cH:12][c:13]3[c:14]2[n:15][cH:16][c:17]([F:19])[cH:18]3)[cH:2][cH:3][cH:4][cH:5][cH:6]1. The product is Cn1c(CO)nc2ccccc21. As a reaction SMILES: [C:11]([OH:12])(=[O:13])[O-:14].[CH2:16]=[O:17].[CH3:1][n:2]1[cH:3][n:4][c:5]2[c:6]1[cH:7][cH:8][cH:9][cH:10]2.[Na+:15]>>[CH3:1][n:2]1[c:3]([CH2:11][OH:12])[n:4][c:5]2[c:6]1[cH:7][cH:8][cH:9][cH:10]2. Reactants: O=C([O-])O, C=O, Cn1cnc2ccccc21, [Na+]. The reactants are ClC1=C(C=C(C=C1)S(=O)(=O)N1CCN(CC1)C)[N+](=O)[O-] (1-(4-Chloro-3-nitro-benzenesulphonyl)-4-methyl-piperazine), C(C1=CC=CC=C1)N (benzylamine). Run in C1CCOC1 (THF). The product is C(C1=CC=CC=C1)NC1=C(C=C(C=C1)S(=O)(=O)N1CCN(CC1)C)[N+](=O)[O-] (benzyl-[4-(4-methyl-piperazine-1-sulphonyl)-2-nitro-phenyl]-amine). Yield: 86.5%. As a reaction SMILES: Cl[C:2]1[CH:7]=[CH:6][C:5]([S:8]([N:11]2[CH2:16][CH2:15][N:14]([CH3:17])[CH2:13][CH2:12]2)(=[O:10])=[O:9])=[CH:4][C:3]=1[N+:18]([O-:20])=[O:19].[CH2:21]([NH2:28])[C:22]1[CH:27]=[CH:26][CH:25]=[CH:24][CH:23]=1>C1COCC1>[CH2:21]([NH:28][C:2]1[CH:7]=[CH:6][C:5]([S:8]([N:11]2[CH2:16][CH2:15][N:14]([CH3:17])[CH2:13][CH2:12]2)(=[O:10])=[O:9])=[CH:4][C:3]=1[N+:18]([O-:20])=[O:19])[C:22]1[CH:27]=[CH:26][CH:25]=[CH:24][CH:23]=1. Procedure: 1-(4-Chloro-3-nitro-benzenesulphonyl)-4-methyl-piperazine (0.50 g, 1.57 mmol) and benzylamine (0.502 g, 4.70 mmol) were dissolved in THF (10 ml) and heated at reflux for 3 h. The reaction mixture was then reduced in vacuo and partitioned between ethyl acetate and water. The organics were washed with brine, dried (MgSO4) and reduced in vacuo, and the resultant residue purified by column chromatography eluting with 0-10% methanol in ethyl acetate to give benzyl-[4-(4-methyl-piperazine-1-sulphonyl)... Reactants: C12C(CC(C=C1)C2)OC2=NC1=CC(=C(C=C1N=C2)OC)OC (2-(bicyclo[2.2.1]hept-5-en-2-yloxy)-6,7-dimethoxy-quinoxaline), C[N+]1(CCOCC1)[O-] (4-methylmorpholine N-oxide), C(C)(C)(C)O (t-butanol). The reagents and catalysts are O=[Os](=O)(=O)=O (OsO4). Run in C1CCOC1 (THF). Conditions: time 2 hour. Yields the product COC=1C=C2N=CC(=NC2=CC1OC)OC1C2C(C(C(C1)C2)O)O (5-(6,7-Dimethoxyquinoxalin-2-yloxy)-bicyclo[2.2.1]heptane-2,3-diol). As a reaction SMILES: [CH:1]12CC(C=[CH:6]1)[CH2:3][CH:2]2[O:8][C:9]1[CH:18]=[N:17][C:16]2[C:11](=[CH:12][C:13]([O:21][CH3:22])=[C:14]([O:19][CH3:20])[CH:15]=2)[N:10]=1.C[N+]1([O-])CC[O:27]CC1.[C:31]([OH:35])([CH3:34])([CH3:33])C>C1COCC1.O=[Os](=O)(=O)=O>[CH3:20][O:19][C:14]1[CH:15]=[C:16]2[C:11](=[CH:12][C:13]=1[O:21][CH3:22])[N:10]=[C:9]([O:8][CH:2]1[CH2:3][CH:34]3[CH2:6][CH:1]1[CH:33]([OH:27])[CH:31]3[OH:35])[CH:18]=[N:17]2. Procedure details: To a solution of 2-(bicyclo[2.2.1]hept-5-en-2-yloxy)-6,7-dimethoxy-quinoxaline (149 mg, 0.5 mmole) and 4-methylmorpholine N-oxide (234 mg, 2 mmole) at room temperature in 5 mL of THF is added a solution of OsO4 in t-butanol (2.5% by wt., 0.2 mL). The brown solution is stirred vigorously for two hours before being quenched with saturated NaHS2O3 (2 mL). Ether (3×100 mL) is used to extract and then dried over magnesium sulfate. The residue after filtration and concentration is chromatographed on s... Reactants: O=C([O-])[O-], CN(C)C=O, CI, [K+], [K+], CC(C)CCN1C(=O)C(C2=NS(=O)(=O)c3cc(NS(C)(=O)=O)ccc3N2)=C(O)C2CCCCCC21. Yields the product CC(C)CCN1C(=O)C(C2=NS(=O)(=O)c3cc(N(C)S(C)(=O)=O)ccc3N2)=C(O)C2CCCCCC21. As a reaction SMILES: [C:1](=[O:2])([O-:3])[O-:4].[CH3:44][N:45]([CH3:46])[CH:47]=[O:48].[I:7][CH3:8].[K+:5].[K+:6].[OH:9][C:10]1=[C:15]([C:16]2=[N:17][S:18](=[O:31])(=[O:32])[c:19]3[c:20]([cH:22][cH:23][c:24]([NH:26][S:27](=[O:28])(=[O:29])[CH3:30])[cH:25]3)[NH:21]2)[C:14](=[O:33])[N:13]([CH2:34][CH2:35][CH:36]([CH3:37])[CH3:38])[CH:12]2[CH:11]1[CH2:43][CH2:42][CH2:41][CH2:40][CH2:39]2>>[CH3:1][N:26]([c:24]1[cH:23][cH:22][c:20]2[c:19]([cH:25]1)[S:18](=[O:31])(=[O:32])[N:17]=[C:16]([C:15]1=[C:10]([OH:9])[CH:11]3[CH:12]([N:13]([CH2:34][CH2:35][CH:36]([CH3:37])[CH3:38])[C:14]1=[O:33])[CH2:39][CH2:40][CH2:41][CH2:42][CH2:43]3)[NH:21]2)[S:27](=[O:28])(=[O:29])[CH3:30]. Starting materials: IC1=CC=C(OCC(=O)O)C=C1 ((4-Iodo-phenoxy)-acetic acid), BrC1=CC=C(OCC(=O)O)C=C1 ((4-bromo-phenoxy)-acetic acid), CC1(OB(OC1(C)C)C1=CC=C(C=C1)C=1SC=CC1NS(=O)(=O)C(C)C)C (propane-2-sulfonic acid {2-[4-(4,4,5,5-tetramethyl-[1,3,2]dioxaborolan-2-yl)-phenyl]-thiophen-3-yl}-amide), [OH-].[Ba+2].[OH-] (barium hydroxide). The reagents and catalysts are C1=CC=C(C=C1)P([C-]2C=CC=C2)C3=CC=CC=C3.C1=CC=C(C=C1)P([C-]2C=CC=C2)C3=CC=CC=C3.Cl[Pd]Cl.[Fe+2] (PdCl2(dppf)). Run in ClCCl (dichloromethane), O (H2O), CN(C)C=O.O (DMF H2O). The product is CC(C)S(=O)(=O)NC1=C(SC=C1)C1=CC=C(C=C1)C1=CC=C(C=C1)OCC(=O)O ({4′-[3-(Propane-2-sulfonylamino)-thiophen-2-yl]-biphenyl-4-yloxy}-acetic acid). Yield: 65.0%. Reaction SMILES: I[C:2]1[CH:12]=[CH:11][C:5]([O:6][CH2:7][C:8]([OH:10])=[O:9])=[CH:4][CH:3]=1.BrC1C=CC(OCC(O)=O)=CC=1.CC1(C)C(C)(C)OB([C:33]2[CH:38]=[CH:37][C:36]([C:39]3[S:40][CH:41]=[CH:42][C:43]=3[NH:44][S:45]([CH:48]([CH3:50])[CH3:49])(=[O:47])=[O:46])=[CH:35][CH:34]=2)O1.[OH-].[Ba+2].[OH-]>CN(C=O)C.O.C1C=CC(P(C2C=CC=CC=2)[C-]2C=CC=C2)=CC=1.C1C=CC(P(C2C=CC=CC=2)[C-]2C=CC=C2)=CC=1.Cl[Pd]Cl.[Fe+2].ClCCl.O>[CH3:50][CH:48]([S:45]([NH:44][C:43]1[CH:42]=[CH:41][S:40][C:39]=1[C:36]1[CH:37]=[CH:38][C:33]([C:2]2[CH:12]=[CH:11][C:5]([O:6][CH2:7][C:8]([OH:10])=[O:9])=[CH:4][CH:3]=2)=[CH:34][CH:35]=1)(=[O:46])=[O:47])[CH3:49] |f:3.4.5,6.7,8.9.10.11|. Reported procedure: Heat a solution of (4-Iodo-phenoxy)-acetic acid or (4-bromo-phenoxy)-acetic acid (0.25 mmol), propane-2-sulfonic acid {2-[4-(4,4,5,5-tetramethyl-[1,3,2]dioxaborolan-2-yl)-phenyl]-thiophen-3-yl}-amide (122 mg, 0.30 mmol), PdCl2(dppf)(41 mg, 0.05 mmol) and barium hydroxide (158 mg, 0.50 mmol) in DMF-H2O (v/v 4:1, 2.5 mL) to 80° C. under nitrogen atmosphere for 20 h. Pour into H2O (50 mL) and dichloromethane (50 mL), then extract with H2O (4×50 mL) and dry the combined organic phases (MgSO4). Conce... Starting materials: CC(C)(C)OC(=O)Nc1ccc(N2CCN(Cc3ccccc3)CC2)cc1, CCOC(C)=O, CCO. The product is CC(C)(C)OC(=O)Nc1ccc(N2CCNCC2)cc1. Reaction SMILES: [C:1]([CH3:2])([CH3:3])([CH3:4])[O:5][C:6]([NH:7][c:8]1[cH:9][cH:10][c:11]([N:14]2[CH2:15][CH2:16][N:17]([CH2:20][c:21]3[cH:22][cH:23][cH:24][cH:25][cH:26]3)[CH2:18][CH2:19]2)[cH:12][cH:13]1)=[O:27].[CH3:28][CH2:29][O:30][C:31]([CH3:32])=[O:33].[CH3:34][CH2:35][OH:36]>>[C:1]([CH3:2])([CH3:3])([CH3:4])[O:5][C:6]([NH:7][c:8]1[cH:9][cH:10][c:11]([N:14]2[CH2:15][CH2:16][NH:17][CH2:18][CH2:19]2)[cH:12][cH:13]1)=[O:27].